Dataset: the Open Reaction Database (ORD), a public repository of structured organic reaction records. Task: describe an organic reaction: reactants, conditions, products, and yield The reactants are Cc1oc(-c2ccc(Br)cc2)nc1CCOc1ccc(CCC(=O)OC(C)(C)C)c(CNC(=O)OC(C)C)c1, CC(=O)[O-], CC(=O)[O-], CCCO, [Na+], [Na+], O=C([O-])[O-], [Pd+2], c1ccc(P(c2ccccc2)c2ccccc2)cc1, OB(O)c1cccnc1. The product is Cc1oc(-c2ccc(-c3cccnc3)cc2)nc1CCOc1ccc(CCC(=O)OC(C)(C)C)c(CNC(=O)OC(C)C)c1. As a reaction SMILES: [C:1]([CH3:2])([CH3:3])([CH3:4])[O:5][C:6]([CH2:7][CH2:8][c:9]1[c:10]([CH2:31][NH:32][C:33](=[O:34])[O:35][CH:36]([CH3:37])[CH3:38])[cH:11][c:12]([O:15][CH2:16][CH2:17][c:18]2[n:19][c:20](-[c:24]3[cH:25][cH:26][c:27]([Br:30])[cH:28][cH:29]3)[o:21][c:22]2[CH3:23])[cH:13][cH:14]1)=[O:39].[C:78]([O-:79])(=[O:80])[CH3:81].[C:83]([O-:84])(=[O:85])[CH3:86].[CH2:74]([OH:75])[CH2:76][CH3:77].[Na+:68].[Na+:69].[O-:70][C:71](=[O:72])[O-:73].[Pd+2:82].[c:49]1([P:50]([c:51]2[cH:52][cH:53][cH:54][cH:55][cH:56]2)[c:57]2[cH:58][cH:59][cH:60][cH:61][cH:62]2)[cH:63][cH:64][cH:65][cH:66][cH:67]1.[n:40]1[cH:41][c:42]([B:46]([OH:47])[OH:48])[cH:43][cH:44][cH:45]1>>[C:1]([CH3:2])([CH3:3])([CH3:4])[O:5][C:6]([CH2:7][CH2:8][c:9]1[c:10]([CH2:31][NH:32][C:33](=[O:34])[O:35][CH:36]([CH3:37])[CH3:38])[cH:11][c:12]([O:15][CH2:16][CH2:17][c:18]2[n:19][c:20](-[c:24]3[cH:25][cH:26][c:27](-[c:42]4[cH:41][n:40][cH:45][cH:44][cH:43]4)[cH:28][cH:29]3)[o:21][c:22]2[CH3:23])[cH:13][cH:14]1)=[O:39]. The reactants are CCCCCC(CC(=O)Nc1cc(C(=O)OC)ccc1C(C)(C)C)c1ccc(OC)cc1OC, CO, [Na+], [OH-]. The product is CCCCCC(CC(=O)Nc1cc(C(=O)O)ccc1C(C)(C)C)c1ccc(OC)cc1OC. As a reaction SMILES: [C:3]([CH3:4])([CH3:5])([CH3:6])[c:7]1[c:8]([NH:17][C:18]([CH2:19][CH:20]([CH2:21][CH2:22][CH2:23][CH2:24][CH3:25])[c:26]2[c:27]([O:34][CH3:35])[cH:28][c:29]([O:32][CH3:33])[cH:30][cH:31]2)=[O:36])[cH:9][c:10]([C:13](=[O:14])[O:15][CH3:16])[cH:11][cH:12]1.[CH3:37][OH:38].[Na+:2].[OH-:1]>>[C:3]([CH3:4])([CH3:5])([CH3:6])[c:7]1[c:8]([NH:17][C:18]([CH2:19][CH:20]([CH2:21][CH2:22][CH2:23][CH2:24][CH3:25])[c:26]2[c:27]([O:34][CH3:35])[cH:28][c:29]([O:32][CH3:33])[cH:30][cH:31]2)=[O:36])[cH:9][c:10]([C:13](=[O:14])[OH:15])[cH:11][cH:12]1. Reactants: C(C)OC(CC(=O)C1=C(C=CC=C1)OCCOC)=O (3-[2-(2-methoxy-ethoxy)-phenyl]-3-oxo-propionic acid ethyl ester), NC(=S)N (thiourea), C(=O)([O-])[O-].[K+].[K+] (K2CO3), Cl (HCl). Run in COCCO (2-methoxyethanol), O (water). Yields the product COCCOC1=C(C=CC=C1)C1=CC(NC(N1)=S)=O (6-[2-(2-methoxy-ethoxy)-phenyl]-2-thioxo-2,3-dihydro-1H-pyrimidin-4-one). Isolated yield 60.2%. As a reaction SMILES: C([O:3][C:4](=O)[CH2:5][C:6]([C:8]1[CH:13]=[CH:12][CH:11]=[CH:10][C:9]=1[O:14][CH2:15][CH2:16][O:17][CH3:18])=O)C.[NH2:20][C:21]([NH2:23])=[S:22].C([O-])([O-])=O.[K+].[K+].Cl>COCCO.O>[CH3:18][O:17][CH2:16][CH2:15][O:14][C:9]1[CH:10]=[CH:11][CH:12]=[CH:13][C:8]=1[C:6]1[NH:23][C:21](=[S:22])[NH:20][C:4](=[O:3])[CH:5]=1 |f:2.3.4|. Procedure details: To a solution of 3-[2-(2-methoxy-ethoxy)-phenyl]-3-oxo-propionic acid ethyl ester (0.5 g, 1.88 mmol) in 2-methoxyethanol (5 mL) was added thiourea (0.22 g, 2.8 mmol) and K2CO3 (0.28 g, 2 mmol). The reaction mixture refluxed 3 h. After cooling, a mixture poured into water (10 mL) and adjusted to pH 3 with concentrated HCl. A precipitate formed that was filtered and washed with water and diethyl ether to obtained 0.315 g (60%) 6-[2-(2-methoxy-ethoxy)-phenyl]-2-thioxo-2,3-dihydro-1H-pyrimidin-4-one...